Dataset: the Open Reaction Database (ORD), a public repository of structured organic reaction records. Task: describe an organic reaction: reactants, conditions, products, and yield Reactants: BrC1=C(CO)C=CC=C1 (2-bromobenzylalcohol), BrC1=C(C=C(C=C1)F)COCOC (2-Bromo-5-fluoro-[1-(methoxymethoxy)methyl]benzene). Yields the product BrC1=C(C=CC=C1)COCOC (2-Bromo-[1-(methoxymethoxy)methyl]benzene). As a reaction SMILES: BrC1C=CC=CC=1CO.[Br:10][C:11]1[CH:16]=[CH:15][C:14](F)=[CH:13][C:12]=1[CH2:18][O:19][CH2:20][O:21][CH3:22]>>[Br:10][C:11]1[CH:16]=[CH:15][CH:14]=[CH:13][C:12]=1[CH2:18][O:19][CH2:20][O:21][CH3:22]. Procedure: This compound was made from 2-bromobenzylalcohol in the same manner as compound 5b and used for the next step without purification. Starting materials: C1(=CC=CC=C1)C (toluene), C(=O)(Cl)Cl (phosgene), C(C)OC(=O)N1[C@H](C[C@H](C2=CC(=CC=C12)C(F)(F)F)NCC1=CC(=CC(=C1)C(F)(F)F)C(F)(F)F)C (cis-4-((3,5-Bis-trifluoromethyl-benzyl)-amino]-2-methyl-6-trifluoromethyl-3,4-dihydro-2H-quinoline-1-carboxylic acid ethyl ester). Product: C(C)OC(=O)N1[C@H](C[C@H](C2=CC(=CC=C12)C(F)(F)F)N(C(=O)Cl)CC1=CC(=CC(=C1)C(F)(F)F)C(F)(F)F)C (cis-4-[(3,5-Bis-trifluoromethyl-benzyl)-chlorocarbonyl-amino]-2-methyl-6-trifluoromethyl-3,4-dihydro-2H-quinoline-1-carboxylic acid ethyl ester). Yield: 76.0%. Reaction SMILES: [CH2:1]([O:3][C:4]([N:6]1[C:15]2[C:10](=[CH:11][C:12]([C:16]([F:19])([F:18])[F:17])=[CH:13][CH:14]=2)[C@H:9]([NH:20][CH2:21][C:22]2[CH:27]=[C:26]([C:28]([F:31])([F:30])[F:29])[CH:25]=[C:24]([C:32]([F:35])([F:34])[F:33])[CH:23]=2)[CH2:8][C@@H:7]1[CH3:36])=[O:5])[CH3:2].C1(C)C=CC=CC=1.[C:44](Cl)([Cl:46])=[O:45]>>[CH2:1]([O:3][C:4]([N:6]1[C:15]2[C:10](=[CH:11][C:12]([C:16]([F:17])([F:18])[F:19])=[CH:13][CH:14]=2)[C@H:9]([N:20]([CH2:21][C:22]2[CH:27]=[C:26]([C:28]([F:29])([F:30])[F:31])[CH:25]=[C:24]([C:32]([F:35])([F:33])[F:34])[CH:23]=2)[C:44]([Cl:46])=[O:45])[CH2:8][C@@H:7]1[CH3:36])=[O:5])[CH3:2]. Reported procedure: cis-4-((3,5-Bis-trifluoromethyl-benzyl)-amino]-2-methyl-6-trifluoromethyl-3,4-dihydro-2H-quinoline-1-carboxylic acid ethyl ester (prepared in a manner analogous to the procedures described for Examples 3A-3E) (146 mg, 0.28 mmol) was dissolved in 2 mL of a 1.93M phosgene solution in toluene (3.9 mmol). After heating at reflux for 1.5 h, the sample was concentrated in vacuo to afford the title product (125 mg, 76%). 1H NMR (CDCl3) δ 1.2-1.6 (m, 7H), 2.2-2.4 (m, 1H), 4.2-4.6 (m, 4H), 5.2-5.6 (m, 2H... The reactants are NC1=NC=C(C(=N1)N)CO (2,4-diamino-5-hydroxymethylpyrimidine), COC=1C(=CC=CC1)N (o-anisidine), Cl (hydrochloric acid). Solvent: C(C)(=O)O (acetic acid). Run at time 8 hour. The product is NC1=NC=C(C(=N1)N)CC1=CC(=C(C=C1)N)OC (2,4-diamino-5-(3-methoxy-4-aminobenzyl)pyrimidine). Yield: 70.8%. As a reaction SMILES: [NH2:1][C:2]1[N:7]=[C:6]([NH2:8])[C:5]([CH2:9]O)=[CH:4][N:3]=1.[CH3:11][O:12][C:13]1[C:14]([NH2:19])=[CH:15][CH:16]=[CH:17][CH:18]=1.Cl>C(O)(=O)C>[NH2:1][C:2]1[N:7]=[C:6]([NH2:8])[C:5]([CH2:9][C:17]2[CH:16]=[CH:15][C:14]([NH2:19])=[C:13]([O:12][CH3:11])[CH:18]=2)=[CH:4][N:3]=1. Procedure: A solution of 6.30 g (0.045 mol) of 2,4-diamino-5-hydroxymethylpyrimidine, 6.15 g (0.05 mol) of o-anisidine and 3.75 ml of concentrated hydrochloric acid in 55 ml of glacial acetic acid was heated to reflux for 6 hours. The mixture was stirred at room temperature overnight. The solvent was removed under vaccum and the residue was taken up in water, made basic with ammonium hydroxide, and the aqueous solution was extracted with dichloromethane:methanol/3:1. The organic layers were combined, dried... The reactants are ClC1=C2C3=C(NC2=C(C(=C1)C(=O)NC1CCN(CC1)C)C)N=CC(=C3)C (5-chloro-3,8-dimethyl-N-(1-methylpiperidin-4-yl)-9H-pyrido[2,3-b]indole-7-carboxamide), C1(CC1)NC(=O)C=1C=C(C=CC1)B(O)O (3-(cyclopropylcarbamoyl)phenylboronic acid), compound 83. The product is C1(CC1)NC(=O)C=1C=C(C=CC1)C1=C2C3=C(NC2=C(C(=C1)C(=O)NC1CCN(CC1)C)C)N=CC(=C3)C (5-(3-(cyclopropylcarbamoyl)phenyl)-3,8-dimethyl-N-(1-methylpiperidin-4-yl)-9H-pyrido[2,3-b]indole-7-carboxamide). RXN SMILES: Cl[C:2]1[CH:10]=[C:9]([C:11]([NH:13][CH:14]2[CH2:19][CH2:18][N:17]([CH3:20])[CH2:16][CH2:15]2)=[O:12])[C:8]([CH3:21])=[C:7]2[C:3]=1[C:4]1[CH:25]=[C:24]([CH3:26])[CH:23]=[N:22][C:5]=1[NH:6]2.[CH:27]1([NH:30][C:31]([C:33]2[CH:34]=[C:35](B(O)O)[CH:36]=[CH:37][CH:38]=2)=[O:32])[CH2:29][CH2:28]1>>[CH:27]1([NH:30][C:31]([C:33]2[CH:38]=[C:37]([C:2]3[CH:10]=[C:9]([C:11]([NH:13][CH:14]4[CH2:15][CH2:16][N:17]([CH3:20])[CH2:18][CH2:19]4)=[O:12])[C:8]([CH3:21])=[C:7]4[C:3]=3[C:4]3[CH:25]=[C:24]([CH3:26])[CH:23]=[N:22][C:5]=3[NH:6]4)[CH:36]=[CH:35][CH:34]=2)=[O:32])[CH2:28][CH2:29]1. Procedure: The title compound was synthesized from 5-chloro-3,8-dimethyl-N-(1-methylpiperidin-4-yl)-9H-pyrido[2,3-b]indole-7-carboxamide and 3-(cyclopropylcarbamoyl)phenylboronic acid using an analogous procedure to that described in the preparation of compound 83. [M+H] calc'd for C30H33N5O2, 496.3.; found, 496.5. Starting materials: C1CCOC1, CCO, CCOC(=O)c1cnc(Cl)cc1Nc1ccc(C(=O)N2CCOCC2)cc1, [Na+], [OH-]. Yields the product O=C(O)c1cnc(Cl)cc1Nc1ccc(C(=O)N2CCOCC2)cc1. RXN SMILES: [CH2:33]1[O:34][CH2:35][CH2:36][CH2:37]1.[CH3:30][CH2:31][OH:32].[Cl:1][c:2]1[n:3][cH:4][c:5]([C:6](=[O:7])[O:8][CH2:9][CH3:10])[c:11]([NH:13][c:14]2[cH:15][cH:16][c:17]([C:20](=[O:21])[N:22]3[CH2:23][CH2:24][O:25][CH2:26][CH2:27]3)[cH:18][cH:19]2)[cH:12]1.[Na+:29].[OH-:28]>>[Cl:1][c:2]1[n:3][cH:4][c:5]([C:6](=[O:7])[OH:8])[c:11]([NH:13][c:14]2[cH:15][cH:16][c:17]([C:20](=[O:21])[N:22]3[CH2:23][CH2:24][O:25][CH2:26][CH2:27]3)[cH:18][cH:19]2)[cH:12]1. The reactants are BrC1=C(C=CC=C1)Br (1,2-dibromobenzene), COC=1C=C(C=CC1)B(O)O (3-methoxyphenylboronic acid), C([O-])([O-])=O.[Na+].[Na+] (sodium carbonate). Reagents/catalysts: C=1C=CC(=CC1)[P](C=2C=CC=CC2)(C=3C=CC=CC3)[Pd]([P](C=4C=CC=CC4)(C=5C=CC=CC5)C=6C=CC=CC6)([P](C=7C=CC=CC7)(C=8C=CC=CC8)C=9C=CC=CC9)[P](C=1C=CC=CC1)(C=1C=CC=CC1)C=1C=CC=CC1 (Pd(PPh3)4). Solvent: C1(=CC=CC=C1)C (toluene), C(C)O (ethanol). Conditions: time 12 hour. The product is BrC1=C(C=CC=C1)C1=CC(=CC=C1)OC (2-bromo-3′-methoxybiphenyl). Yield: 69.7%. As a reaction SMILES: Br[C:2]1[CH:7]=[CH:6][CH:5]=[CH:4][C:3]=1[Br:8].[CH3:9][O:10][C:11]1[CH:12]=[C:13](B(O)O)[CH:14]=[CH:15][CH:16]=1.C(=O)([O-])[O-].[Na+].[Na+]>C1(C)C=CC=CC=1.C(O)C.C1C=CC([P]([Pd]([P](C2C=CC=CC=2)(C2C=CC=CC=2)C2C=CC=CC=2)([P](C2C=CC=CC=2)(C2C=CC=CC=2)C2C=CC=CC=2)[P](C2C=CC=CC=2)(C2C=CC=CC=2)C2C=CC=CC=2)(C2C=CC=CC=2)C2C=CC=CC=2)=CC=1>[Br:8][C:3]1[CH:4]=[CH:5][CH:6]=[CH:7][C:2]=1[C:15]1[CH:14]=[CH:13][CH:12]=[C:11]([O:10][CH3:9])[CH:16]=1 |f:2.3.4,^1:39,41,60,79|. Procedure details: 20.0 g (85.52 mmol) of 1,2-dibromobenzene, 11.70 g (76.97 mmol) of 3-methoxyphenylboronic acid, 0.99 g (0.86 mmol) of Pd(PPh3)4, and 18.13 g (171.04 mmol) of sodium carbonate were put, suspended in 300 ml of toluene and 100 ml of ethanol, and refluxed and agitated for 12 hours. After the reaction was finished, extraction was performed by dichloromethane, filtering was performed by silica gel, and the column was used at a ratio of hexane:MC=4:1 (v/v) to obtain 14.12 g of 2-bromo-3′-methoxybipheny...